Dataset: the Open Reaction Database (ORD), a public repository of structured organic reaction records. Task: describe an organic reaction: reactants, conditions, products, and yield The reactants are CC(C)(C)c1[nH]nc(C(=O)O)c1[N+](=O)[O-], CN(C)C=O, O=C(Cl)C(=O)Cl, ClCCl. The product is CC(C)(C)c1[nH]nc(C(N)=O)c1[N+](=O)[O-]. RXN SMILES: [C:7]([CH3:8])([CH3:9])([CH3:10])[c:11]1[c:12]([N+:19](=[O:20])[O-:21])[c:13]([C:16](=[O:17])[OH:18])[n:14][nH:15]1.[CH3:22][N:23]([CH3:24])[CH:25]=[O:26].[Cl:1][C:2]([C:3]([Cl:4])=[O:5])=[O:6].[Cl:27][CH2:28][Cl:29]>>[C:7]([CH3:8])([CH3:9])([CH3:10])[c:11]1[c:12]([N+:19](=[O:20])[O-:21])[c:13]([C:16](=[O:17])[NH2:23])[n:14][nH:15]1. Reactants: NC=1C(=CC2=CC=CC=C2C1)C(=O)O (3-amino-2-naphthoic acid), C(C)(C)O (isopropanol), [OH-].[Na+] (NaOH). Reagents/catalysts: [Ni] (Raney Nickel), [Ni] (Raney Nickel). Solvent: O (water). Run at temperature 90 celsius, time 16 hour. The product is NC=1C(=CC=2CCCCC2C1)C(=O)O (3-amino-5,6,7,8-tetrahydronaphthalene-2-carboxylic acid). As a reaction SMILES: [NH2:1][C:2]1[C:3]([C:12]([OH:14])=[O:13])=[CH:4][C:5]2[C:10]([CH:11]=1)=[CH:9][CH:8]=[CH:7][CH:6]=2.C(O)(C)C.[OH-].[Na+]>[Ni].O>[NH2:1][C:2]1[C:3]([C:12]([OH:14])=[O:13])=[CH:4][C:5]2[CH2:6][CH2:7][CH2:8][CH2:9][C:10]=2[CH:11]=1 |f:2.3|. Procedure: To a mixture of activated Raney Nickel (200 g of 50% slurry in water on aluminum; 700 mmol, 13 equiv) and 3-amino-2-naphthoic acid (1-1) (10 g, 53 mmol, 1 equiv) in 1:1 isopropanol:water (400 mL) at 90° C. was added 1% aqueous NaOH solution (200 mL) over 1 h. The reaction mixture was stirred for 16 h at 90° C. and additional Raney Nickel (50 g, 180 mmol, 3.4 equiv) was added and the resulting mixture was heated at 90° C. for 24 h. The mixture was filtered and the filtrate was concentrated to 200... The reactants are C(CC(=O)Cl)(=O)Cl (malonyl chloride), C(C)(=O)CC(C)=O (acetylacetone). The product is C(C)(=O)C=1C(=CC(OC1C)=O)O (5-acetyl-4-hydroxy-6-methyl-2-pyrone). The yield is 15.3%. Reaction SMILES: [C:1](Cl)(=[O:6])[CH2:2][C:3](Cl)=[O:4].[C:8]([CH2:11][C:12](=[O:14])[CH3:13])(=[O:10])[CH3:9]>>[C:8]([C:11]1[C:1]([OH:6])=[CH:2][C:3](=[O:4])[O:14][C:12]=1[CH3:13])(=[O:10])[CH3:9]. Procedure details: When 7.0 mL (72.0 mmol) of malonyl chloride was added to 7.0 mL (67.8 mmol) of acetylacetone, a violent exothermic reaction occurred to give a black solid within a few minutes. The solid was cooled to room temperature, washed with ether and then ethyl acetate, and filtered. The thus-obtained brown solid was recrystallized from ethyl acetate/methanol to give 1.75 g (10.4 mmol, 15.3%) of 5-acetyl-4-hydroxy-6-methyl-2-pyrone as brown crystals. The filtrates from washing and the recrystallized mothe... The reactants are ClC1=NC=C2N(C(CCN(C2=N1)CC(C)C)=O)C (10-chloro-6-methyl-2-(2-methylpropyl)-2,6,9,11-tetrazabicyclo[5.4.0]undeca-7,9,11-trien-5-one), C1(=CC=C(C=C1)S(=O)(=O)O)C (p-toluene sulphonic acid), ClC1=NC=C2N(C(CCN(C2=N1)CC(C)C)=O)C (10-chloro-6-methyl-2-(2-methylpropyl)-2,6,9,11-tetrazabicyclo[5.4.0]undeca-7,9,11-trien-5-one), NC1=C(C=C(C(=O)NC2CCN(CC2)C)C=C1)OC (4-amino-3-methoxy-N-(1-methyl-4-piperidyl)benzamide). Run in CC(CC(C)O)C (4-methyl-2-pentanol), CO (methanol), O (water). Run at temperature 160 celsius. The product is COC=1C=C(C(=O)NC2CCN(CC2)C)C=CC1NC=1N=C2N(CCC(N(C2=CN1)C)=O)CC(C)C (3-methoxy-4-[[2-methyl-6-(2-methylpropyl)-3-oxo-2,6,8,10-tetrazabicyclo[5.4.0]undeca-7,9,11-trien-9-yl]amino]-N-(1-methyl-4-piperidyl)benzamide). Reaction SMILES: Cl[C:2]1[N:12]=[C:11]2[C:5]([N:6]([CH3:18])[C:7](=[O:17])[CH2:8][CH2:9][N:10]2[CH2:13][CH:14]([CH3:16])[CH3:15])=[CH:4][N:3]=1.[NH2:19][C:20]1[CH:35]=[CH:34][C:23]([C:24]([NH:26][CH:27]2[CH2:32][CH2:31][N:30]([CH3:33])[CH2:29][CH2:28]2)=[O:25])=[CH:22][C:21]=1[O:36][CH3:37].C1(C)C=CC(S(O)(=O)=O)=CC=1>CC(C)CC(O)C.CO.O>[CH3:37][O:36][C:21]1[CH:22]=[C:23]([CH:34]=[CH:35][C:20]=1[NH:19][C:2]1[N:12]=[C:11]2[C:5](=[CH:4][N:3]=1)[N:6]([CH3:18])[C:7](=[O:17])[CH2:8][CH2:9][N:10]2[CH2:13][CH:14]([CH3:16])[CH3:15])[C:24]([NH:26][CH:27]1[CH2:32][CH2:31][N:30]([CH3:33])[CH2:29][CH2:28]1)=[O:25]. Procedure details: 10-chloro-6-methyl-2-(2-methylpropyl)-2,6,9,11-tetrazabicyclo[5.4.0]undeca-7,9,11-trien-5-one (Intermediate 84; 65 mg, 0.24 mmol), 4-amino-3-methoxy-N-(1-methyl-4-piperidyl)benzamide (WO06/018220, 57 mg, 0.24 mmol) and p-toluene sulphonic acid (110 mg, 0.58 mmol) were taken up in 4-methyl-2-pentanol (1 mL) and heated to 160° C. by microwave irradiation for 1 hour. The reaction mixture was diluted with methanol (5 mL) and water (2 mL) and resultant solution poured onto an SCX-3 cartridge (2 g). T... Starting materials: O1CCOC12CC(CCC2)C(=O)N2CCC(=CC2)C2=CC=CC=C2 (1-(1,4-dioxaspiro[4.5]dec-7-yl carbonyl)-1,2,3,6-tetrahydro-4-phenylpyridine), [Cl-].[Al+3].[Cl-].[Cl-] (aluminum chloride), [H-].[Al+3].[Li+].[H-].[H-].[H-] (lithium aluminum hydride). Run in O1CCCC1 (tetrahydrofuran), C(C)OCC (diethyl ether), O1CCCC1 (tetrahydrofuran). Reaction conditions: time 30 minute. Product: C1(=CC=CC=C1)C=1CCN(CC1)CC1CC(CCC1)=O (3-[(3,6-Dihydro-4-phenyl-1(2H)-pyridinyl)methyl]-cyclohexanone). As a reaction SMILES: [Cl-].[Al+3].[Cl-].[Cl-].[H-].[Al+3].[Li+].[H-].[H-].[H-].O1[C:15]2([CH2:20][CH2:19][CH2:18][CH:17]([C:21]([N:23]3[CH2:28][CH:27]=[C:26]([C:29]4[CH:34]=[CH:33][CH:32]=[CH:31][CH:30]=4)[CH2:25][CH2:24]3)=O)[CH2:16]2)[O:14]CC1>C(OCC)C.O1CCCC1>[C:29]1([C:26]2[CH2:27][CH2:28][N:23]([CH2:21][CH:17]3[CH2:18][CH2:19][CH2:20][C:15](=[O:14])[CH2:16]3)[CH2:24][CH:25]=2)[CH:30]=[CH:31][CH:32]=[CH:33][CH:34]=1 |f:0.1.2.3,4.5.6.7.8.9|. Procedure details: A solution of aluminum chloride (14.54 g) in 500 mL of anhydrous diethyl ether is added dropwise to a suspension of lithium aluminum hydride (12.4 g) in 500 mL of tetrahydrofuran. The mixture is stirred at room temperature for 30 minutes. A solution of 1-(1,4-dioxaspiro[4.5]dec-7-yl carbonyl)-1,2,3,6-tetrahydro-4-phenylpyridine (Step B) in 500 mL of tetrahydrofuran is added dropwise. The mixture is stirred at room temperature overnight, and it is quenched by careful addition of 13 mL of water, f... Reactants: COC(C1=CC=C(C=C1)CNC=1C=2N(C=CN1)C(=CN2)C2=CC(=C(C=C2)OC)OC)=O (4-{[3-(3,4-Dimethoxy-phenyl)-imidazo[1,2-a]pyrazin-8-ylamino]-methyl}-benzoic acid methyl ester), [OH-].[Li+] (lithium hydroxide). Solvent: O (water), O1CCCC1 (tetrahydrofuran). Run at time 24 hour. The product is COC=1C=C(C=CC1OC)C1=CN=C2N1C=CN=C2NCC2=CC=C(C(=O)O)C=C2 (4-{[3-(3,4-Dimethoxy-phenyl)-imidazo[1,2-a]pyrazin-8-ylamino]-methyl}-benzoic acid), solid. The yield is 26.0%. RXN SMILES: C[O:2][C:3](=[O:31])[C:4]1[CH:9]=[CH:8][C:7]([CH2:10][NH:11][C:12]2[C:13]3[N:14]([C:18]([C:21]4[CH:26]=[CH:25][C:24]([O:27][CH3:28])=[C:23]([O:29][CH3:30])[CH:22]=4)=[CH:19][N:20]=3)[CH:15]=[CH:16][N:17]=2)=[CH:6][CH:5]=1.[OH-].[Li+]>O1CCCC1.O>[CH3:30][O:29][C:23]1[CH:22]=[C:21]([C:18]2[N:14]3[CH:15]=[CH:16][N:17]=[C:12]([NH:11][CH2:10][C:7]4[CH:6]=[CH:5][C:4]([C:3]([OH:31])=[O:2])=[CH:9][CH:8]=4)[C:13]3=[N:20][CH:19]=2)[CH:26]=[CH:25][C:24]=1[O:27][CH3:28] |f:1.2|. Reported procedure: To a solution of 4-{[3-(3,4-Dimethoxy-phenyl)-imidazo[1,2-a]pyrazin-8-ylamino]-methyl}-benzoic acid methyl ester (0.20 g, 0.48 mmol) in tetrahydrofuran (4 ml) was added lithium hydroxide (0.72 ml, 0.72 mmol, 1 M aqueous solution). The reaction was stirred at ambient temperature for 24 hours then diluted with water (30 mL) and washed with ethyl acetate (30 ml). The aqueous phase was acidified with 1 M aqueous HCl and extracted with ethyl acetate (3×30 ml), the organic layers were combined and dri... Starting materials: Cl (hydrochloric acid), C(C1=CC=CC=C1)OC[C@H](N)C(=O)O (O-benzylserine), C(#N)C1=CC=C(C=O)C=C1 (4-cyano-benzaldehyde), [N+](=O)([O-])C1=CC=C(CN2C(C=CC2=O)=O)C=C1 (N-(4-nitro-benzyl)-maleimide), CN(C)C=O (DMF). Conditions: time 14 hour. The product is Cl.C(C1=CC=CC=C1)OCC1NC(C2C(N(C(C21)=O)CC2=CC=C(C=C2)[N+](=O)[O-])=O)C2=CC=C(C(N)=N)C=C2 ((1RS,3RS,3aSR,6aRS)-4-[3-(benzyloxy-methyl)-5-(4-nitro-benzyl)-4,6-dioxo-octahydro-pyrrolo[3,4-c]pyrrol-1-yl]-benzimidamide hydrochloride). RXN SMILES: [CH2:1]([O:8][CH2:9][C@@H:10]([C:12](O)=O)[NH2:11])[C:2]1[CH:7]=[CH:6][CH:5]=[CH:4][CH:3]=1.[C:15]([C:17]1[CH:24]=[CH:23][C:20]([CH:21]=O)=[CH:19][CH:18]=1)#[N:16].[N+:25]([C:28]1[CH:41]=[CH:40][C:31]([CH2:32][N:33]2[C:37](=[O:38])C=[CH:35][C:34]2=[O:39])=[CH:30][CH:29]=1)([O-:27])=[O:26].[ClH:42].C[N:44](C=O)C>>[ClH:42].[CH2:1]([O:8][CH2:9][CH:10]1[CH:12]2[CH:35]([C:34](=[O:39])[N:33]([CH2:32][C:31]3[CH:40]=[CH:41][C:28]([N+:25]([O-:27])=[O:26])=[CH:29][CH:30]=3)[C:37]2=[O:38])[CH:21]([C:20]2[CH:23]=[CH:24][C:17]([C:15](=[NH:44])[NH2:16])=[CH:18][CH:19]=2)[NH:11]1)[C:2]1[CH:3]=[CH:4][CH:5]=[CH:6][CH:7]=1 |f:5.6|. Procedure: 592 mg (3 mmol) of O-benzylserine, 393 mg (3 mmol) of 4-cyano-benzaldehyde and 697 mg (3 mmol) of N-(4-nitro-benzyl)-maleimide in 25 ml of DMF were heated at 110° C. for 5 hours. After cooling the solvent was removed in a vacuum. The crude product was filtered over silica gel with hexane/ethyl acetate and the solvent was removed. Thereafter, the residue was dissolved in a methanol/chloroform (1:5) mixture and dry hydrogen chloride was introduced while cooling with ice. After standing at 4° C. fo... Starting materials: C1(=CC=CC=C1)SC1=NOCC1 (racemic 3-(phenylthio)-4,5-dihydroisoxazole), O (water), C(Cl)Cl (methylene chloride), OO (hydrogen peroxide), O (water), C1(=CC=CC=C1)SC1=NOCC1 (3-(Phenylthio)-4,5-dihydroisoxazole). The solvent is Cl (HCl), C(C)O (ethanol). Conditions: time 14 hour. Product: C1(=CC=CC=C1)S(=O)C1=NOCC1 (racemic 3-(phenylsulfinyl)-4,5-dihydroisoxazole). As a reaction SMILES: [C:1]1([S:7][C:8]2[CH2:12][CH2:11][O:10][N:9]=2)[CH:6]=[CH:5][CH:4]=[CH:3][CH:2]=1.[OH:13]O.O.C(Cl)Cl>C(O)C.Cl>[C:1]1([S:7]([C:8]2[CH2:12][CH2:11][O:10][N:9]=2)=[O:13])[CH:2]=[CH:3][CH:4]=[CH:5][CH:6]=1. Procedure: 3-(phenylsulfinyl)-4,5-dihydroisoxazole I-249a and I-249b were prepared by the oxidation of racemic 3-(phenylthio)-4,5-dihydroisoxazole I-248. 3-(Phenylthio)-4,5-dihydroisoxazole I-248 (1.0 equiv) was dissolved in ethanol (0.15 M) followed by the addition of excess hydrogen peroxide in water (30% by weight, >50 equiv) and 1N HCl (0.29 M). The reaction was stirred at room temperature for 14 h after which it was transferred to a separatory funnel with excess water and methylene chloride. The water... Reactants: FC(C(=O)O)(F)F (Trifluoroacetic acid), C(C)(C)(C)OC(C[C@H](NC(=O)[C@H]1CN(CCC1)C(CCC1CCN(CC1)C(=O)OC(C)(C)C)=O)CNC(C)=O)=O (N-[(R)-1-[3-(1-tert-butoxycarbonyl-4-piperidyl)propanoyl]-3-piperidylcarbonyl]-3(S)-acetylaminomethyl-β-alanine tert-butyl ester). Yields the product N1CCC(CC1)CCC(=O)N1C[C@@H](CCC1)C(=O)N[C@@H](CC(=O)O)CNC(C)=O (N-[(R)-1-[3-(4-piperidyl)propanoyl]-3-piperidylcarbonyl]-3(S)-acetylaminomethyl-β-alanine). Yield: 50.0%. RXN SMILES: FC(F)(F)C(O)=O.C([O:12][C:13](=[O:47])[CH2:14][C@@H:15]([CH2:42][NH:43][C:44](=[O:46])[CH3:45])[NH:16][C:17]([C@@H:19]1[CH2:24][CH2:23][CH2:22][N:21]([C:25](=[O:41])[CH2:26][CH2:27][CH:28]2[CH2:33][CH2:32][N:31](C(OC(C)(C)C)=O)[CH2:30][CH2:29]2)[CH2:20]1)=[O:18])(C)(C)C>>[NH:31]1[CH2:32][CH2:33][CH:28]([CH2:27][CH2:26][C:25]([N:21]2[CH2:22][CH2:23][CH2:24][C@@H:19]([C:17]([NH:16][C@H:15]([CH2:42][NH:43][C:44](=[O:46])[CH3:45])[CH2:14][C:13]([OH:47])=[O:12])=[O:18])[CH2:20]2)=[O:41])[CH2:29][CH2:30]1. Procedure: Trifluoroacetic acid (3 ml) was added to N-[(R)-1-[3-(1-tert-butoxycarbonyl-4-piperidyl)propanoyl]-3-piperidylcarbonyl]-3(S)-acetylaminomethyl-β-alanine tert-butyl ester. The solvent was evaporated in vacuo. The residue was neutralized with saturated aqueous NaHCO3 and purified by HP-20 resin eluting with isopropanol/water (0-50% to give N-[(R)-1-[3-(4-piperidyl)propanoyl]-3-piperidylcarbonyl]-3(S)-acetylaminomethyl-β-alanine (120 mg, 50.0%).